Dataset: the Open Reaction Database (ORD), a public repository of structured organic reaction records. Task: describe an organic reaction: reactants, conditions, products, and yield Reactants: CC1(OB(OC1(C)C)C1=C(OC=C1)C)C (4,4,5,5-Tetramethyl-2-(2-methyl-3-furanyl)-1,3,2-dioxaborolane), BrC1=CC=CC(=N1)N1C[C@H](O[C@H](C1)C)C (cis-4-(6-bromo-2-pyridinyl)-2,6-dimethylmorpholine), O (water), C([O-])([O-])=O.[Na+].[Na+] (sodium carbonate), C([O-])([O-])=O.[Na+].[Na+] (sodium carbonate), CC1(OB(OC1(C)C)C1=C(OC=C1)C)C (4,4,5,5-tetramethyl-2-(2-methyl-3-furanyl)-1,3,2-dioxaborolane). The reagents and catalysts are C=1C=CC(=CC1)[P](C=2C=CC=CC2)(C=3C=CC=CC3)[Pd]([P](C=4C=CC=CC4)(C=5C=CC=CC5)C=6C=CC=CC6)([P](C=7C=CC=CC7)(C=8C=CC=CC8)C=9C=CC=CC9)[P](C=1C=CC=CC1)(C=1C=CC=CC1)C=1C=CC=CC1 (tetrakis(triphenylphosphine)palladium(0)), [Pd].C1(=CC=CC=C1)P(C1=CC=CC=C1)C1=CC=CC=C1.C1(=CC=CC=C1)P(C1=CC=CC=C1)C1=CC=CC=C1.C1(=CC=CC=C1)P(C1=CC=CC=C1)C1=CC=CC=C1.C1(=CC=CC=C1)P(C1=CC=CC=C1)C1=CC=CC=C1 (tetrakis(triphenylphosphine) palladium(0)). Run in O1CCOCC1 (1,4-dioxane). Conditions: temperature 100 celsius. Yields the product C[C@@H]1CN(C[C@@H](O1)C)C1=NC(=CC=C1)C1=C(OC=C1)C (cis-2,6-Dimethyl-4-[6-(2-methyl-3-furanyl)-2-pyridinyl]morpholine). RXN SMILES: CC1(C)C(C)(C)OB([C:9]2[CH:13]=[CH:12][O:11][C:10]=2[CH3:14])O1.Br[C:17]1[N:22]=[C:21]([N:23]2[CH2:28][C@H:27]([CH3:29])[O:26][C@H:25]([CH3:30])[CH2:24]2)[CH:20]=[CH:19][CH:18]=1.O.C(=O)([O-])[O-].[Na+].[Na+]>O1CCOCC1.C1C=CC([P]([Pd]([P](C2C=CC=CC=2)(C2C=CC=CC=2)C2C=CC=CC=2)([P](C2C=CC=CC=2)(C2C=CC=CC=2)C2C=CC=CC=2)[P](C2C=CC=CC=2)(C2C=CC=CC=2)C2C=CC=CC=2)(C2C=CC=CC=2)C2C=CC=CC=2)=CC=1>[CH3:30][C@H:25]1[O:26][C@@H:27]([CH3:29])[CH2:28][N:23]([C:21]2[CH:20]=[CH:19][CH:18]=[C:17]([C:9]3[CH:13]=[CH:12][O:11][C:10]=3[CH3:14])[N:22]=2)[CH2:24]1 |f:3.4.5,^1:47,49,68,87|. Reported procedure: 4,4,5,5-Tetramethyl-2-(2-methyl-3-furanyl)-1,3,2-dioxaborolane (412 mg, 1.980 mmol) was added to a solution of cis-4-(6-bromo-2-pyridinyl)-2,6-dimethylmorpholine (537 mg, 1.980 mmol) in a mixture of 1,4-dioxane (15 mL), water (2.500 mL) and sodium carbonate (420 mg, 3.96 mmol). The solution was degassed using argon gas and then charged with tetrakis(triphenylphosphine)palladium(0) (229 mg, 0.198 mmol). After addition, the reaction mixture was stirred and heated in the microwave at 100° C. for 1 ... Reactants: ClC1=CC=C(COC2=CC(NC=C2)=O)C=C1 (4-((4-chlorobenzyl)oxy)pyridin-2(1H)-one), BrC=1C=CC2=C(N(C(=N2)C2CC2)CCC)C1 (6-bromo-2-cyclopropyl-1-propyl-1H-benzimidazole), CNCCNC (N,N′-dimethylethylenediamine), C([O-])([O-])=O.[K+].[K+] (potassium carbonate). The reagents and catalysts are [Cu](I)I (copper iodide). Run in CS(=O)C (DMSO). Run at temperature 120 celsius. Product: ClC1=CC=C(COC2=CC(N(C=C2)C=2C=CC3=C(N(C(=N3)C3CC3)CCC)C2)=O)C=C1 (4-((4-Chlorobenzyl)oxy)-1-(2-cyclopropyl-1-propyl-1H-benzimidazol-6-yl)pyridin-2(1H)-one). Yield: 11.0%. RXN SMILES: [Cl:1][C:2]1[CH:16]=[CH:15][C:5]([CH2:6][O:7][C:8]2[CH:13]=[CH:12][NH:11][C:10](=[O:14])[CH:9]=2)=[CH:4][CH:3]=1.Br[C:18]1[CH:19]=[CH:20][C:21]2[N:25]=[C:24]([CH:26]3[CH2:28][CH2:27]3)[N:23]([CH2:29][CH2:30][CH3:31])[C:22]=2[CH:32]=1.CNCCNC.C(=O)([O-])[O-].[K+].[K+]>[Cu](I)I.CS(C)=O>[Cl:1][C:2]1[CH:16]=[CH:15][C:5]([CH2:6][O:7][C:8]2[CH:13]=[CH:12][N:11]([C:18]3[CH:19]=[CH:20][C:21]4[N:25]=[C:24]([CH:26]5[CH2:27][CH2:28]5)[N:23]([CH2:29][CH2:30][CH3:31])[C:22]=4[CH:32]=3)[C:10](=[O:14])[CH:9]=2)=[CH:4][CH:3]=1 |f:3.4.5|. Procedure details: The mixture of 4-((4-chlorobenzyl)oxy)pyridin-2(1H)-one (50 mg, 0.21 mmol), 6-bromo-2-cyclopropyl-1-propyl-1H-benzimidazole (65.2 mg, 0.23 mmol), copper iodide (40.4 mg, 0.21 mmol), N,N′-dimethylethylenediamine (0.024 ml, 0.21 mmol), potassium carbonate (73.3 mg, 0.53 mmol) and DMSO (1.5 ml) was heated at 120° C. for 1 h under microwave irradiation. The mixture was quenched with 28% NH3 solution at room temperature and extracted with EtOAc. The organic layer was separated, washed with brine, dri... The reactants are CC(CSc1ccccc1)C(=CC(=O)OCc1ccc([N+](=O)[O-])cc1)NCc1ccccc1, C=C=O, Cc1ccccc1. The product is CC(=O)C(C(=O)OCc1ccc([N+](=O)[O-])cc1)=C(NCc1ccccc1)C(C)CSc1ccccc1. As a reaction SMILES: [CH2:1]([c:2]1[cH:3][cH:4][cH:5][cH:6][cH:7]1)[NH:8][C:9](=[CH:10][C:11](=[O:12])[O:13][CH2:14][c:15]1[cH:16][cH:17][c:18]([N+:21](=[O:22])[O-:23])[cH:19][cH:20]1)[CH:24]([CH2:25][S:26][c:27]1[cH:28][cH:29][cH:30][cH:31][cH:32]1)[CH3:33].[CH2:34]=[C:35]=[O:36].[CH3:37][c:38]1[cH:39][cH:40][cH:41][cH:42][cH:43]1>>[CH2:1]([c:2]1[cH:3][cH:4][cH:5][cH:6][cH:7]1)[NH:8][C:9](=[C:10]([C:11](=[O:12])[O:13][CH2:14][c:15]1[cH:16][cH:17][c:18]([N+:21](=[O:22])[O-:23])[cH:19][cH:20]1)[C:35]([CH3:34])=[O:36])[CH:24]([CH2:25][S:26][c:27]1[cH:28][cH:29][cH:30][cH:31][cH:32]1)[CH3:33]. The solvent is O1CCCC1 (tetrahydrofuran). Product: 40, ClC=1C=C(C=CC1Cl)CNC1=C(C=CC=C1)NC(=S)NCCN1CCC(CC1)NC1=NC2=C(N1CC1=CC=C(C=C1)F)C=CC=C2 (N-[2-[[(3,4-dichlorophenyl)methyl]amino]phenyl]-N'-[2-[4-[[1-[(4-fluorophenyl)methyl]-1H-benzimidazol-2-yl]amino]-1-piperidinyl]ethyl]thiourea). As a reaction SMILES: [Cl:1][C:2]1[CH:3]=[C:4]([CH2:9][NH:10][C:11]2[C:12]([NH2:17])=[CH:13][CH:14]=[CH:15][CH:16]=2)[CH:5]=[CH:6][C:7]=1[Cl:8].[F:18][C:19]1[CH:24]=[CH:23][C:22]([CH2:25][N:26]2[C:30]3[CH:31]=[CH:32][CH:33]=[CH:34][C:29]=3[N:28]=[C:27]2[NH:35][CH:36]2[CH2:41][CH2:40][N:39]([CH2:42][CH2:43][N:44]=[C:45]=[S:46])[CH2:38][CH2:37]2)=[CH:21][CH:20]=1>O1CCCC1>[Cl:1][C:2]1[CH:3]=[C:4]([CH2:9][NH:10][C:11]2[CH:16]=[CH:15][CH:14]=[CH:13][C:12]=2[NH:17][C:45]([NH:44][CH2:43][CH2:42][N:39]2[CH2:40][CH2:41][CH:36]([NH:35][C:27]3[N:26]([CH2:25][C:22]4[CH:21]=[CH:20][C:19]([F:18])=[CH:24][CH:23]=4)[C:30]4[CH:31]=[CH:32][CH:33]=[CH:34][C:29]=4[N:28]=3)[CH2:37][CH2:38]2)=[S:46])[CH:5]=[CH:6][C:7]=1[Cl:8]. Reactants: 20, ClC=1C=C(C=CC1Cl)CNC=1C(=CC=CC1)N (N-[(3,4-dichlorophenyl)methyl]-1,2-benzenediamine), FC1=CC=C(C=C1)CN1C(=NC2=C1C=CC=C2)NC2CCN(CC2)CCN=C=S (1-[(4-fluorophenyl)methyl]-N-[1-(2-isothiocyanatoethyl)-4-piperidinyl]-1H-benzimidazol-2-amine). Reported procedure: A mixture of 20 parts of N-[(3,4-dichlorophenyl)methyl]-1,2-benzenediamine, 33 parts of 1-[(4-fluorophenyl)methyl]-N-[1-(2-isothiocyanatoethyl)-4-piperidinyl]-1H-benzimidazol-2-amine and 450 parts of tetrahydrofuran was stirred and refluxed overnight. The reaction mixture was evaporated. The residue was purified by column chromatography over silica gel using a mixture of trichloromethane and methanol (95:5 by volume) as eluent. The pure fractions were collected and the eluent was evaporated, yie... Isolated yield 78.9%.